From a dataset of the Open Reaction Database (ORD), a public repository of structured organic reaction records. describe an organic reaction: reactants, conditions, products, and yield Starting materials: N1N=CN=C1 (1,2,4-triazole), ClC=1N=C(C2=C(N1)SC(=C2)[N+](=O)[O-])NCC2=CC(=CC=C2)[N+](=O)[O-] (2-chloro-6-nitro-4-(3-nitrobenzylamino)-thieno-[2,3-d]-pyrimidine). Yields the product N1(N=CN=C1)C=1N=C(C2=C(N1)SC(=C2)[N+](=O)[O-])NCC2=CC(=CC=C2)[N+](=O)[O-] (2-(1,2,4-triazol-1-yl)-6-nitro-4-(3-nitrobenzylamino)-thieno-[2,3-d]-pyrimidine). As a reaction SMILES: [NH:1]1[CH:5]=[N:4][CH:3]=[N:2]1.Cl[C:7]1[N:8]=[C:9]([NH:19][CH2:20][C:21]2[CH:26]=[CH:25][CH:24]=[C:23]([N+:27]([O-:29])=[O:28])[CH:22]=2)[C:10]2[CH:15]=[C:14]([N+:16]([O-:18])=[O:17])[S:13][C:11]=2[N:12]=1>>[N:1]1([C:7]2[N:8]=[C:9]([NH:19][CH2:20][C:21]3[CH:26]=[CH:25][CH:24]=[C:23]([N+:27]([O-:29])=[O:28])[CH:22]=3)[C:10]3[CH:15]=[C:14]([N+:16]([O-:18])=[O:17])[S:13][C:11]=3[N:12]=2)[CH:5]=[N:4][CH:3]=[N:2]1. Procedure: Following the procedure of Example 97, the reaction of 1,2,4-triazole with 2-chloro-6-nitro-4-(3-nitrobenzylamino)-thieno-[2,3-d]-pyrimidine gives 2-(1,2,4-triazol-1-yl)-6-nitro-4-(3-nitrobenzylamino)-thieno-[2,3-d]-pyrimidine. Reactants: [OH-].[Na+] (NaOH), COC(CC1=C(N(C2=NC=CC=C21)CC2=CC=C(C=C2)S(=O)(=O)CC)C)=O ([1-(4-ethanesulfonyl-benzyl)-2-methyl-1H-pyrrolo[2,3-b]pyridin-3-yl]-acetic acid methyl ester). The solvent is C1CCOC1.CO (THF MeOH). The product is C(C)S(=O)(=O)C1=CC=C(CN2C(=C(C=3C2=NC=CC3)CC(=O)O)C)C=C1 ([1-(4-ethanesulfonyl-benzyl)-2-methyl-1H-pyrrolo[2,3-b]pyridin-3-yl]-acetic acid). Reaction SMILES: [OH-].[Na+].C[O:4][C:5](=[O:29])[CH2:6][C:7]1[C:15]2[C:10](=[N:11][CH:12]=[CH:13][CH:14]=2)[N:9]([CH2:16][C:17]2[CH:22]=[CH:21][C:20]([S:23]([CH2:26][CH3:27])(=[O:25])=[O:24])=[CH:19][CH:18]=2)[C:8]=1[CH3:28]>C1COCC1.CO>[CH2:26]([S:23]([C:20]1[CH:21]=[CH:22][C:17]([CH2:16][N:9]2[C:10]3=[N:11][CH:12]=[CH:13][CH:14]=[C:15]3[C:7]([CH2:6][C:5]([OH:29])=[O:4])=[C:8]2[CH3:28])=[CH:18][CH:19]=1)(=[O:25])=[O:24])[CH3:27] |f:0.1,3.4|. Reported procedure: 1M Aqueous NaOH (1 ml) is added to a stirring solution of [1-(4-ethanesulfonyl-benzyl)-2-methyl-1H-pyrrolo[2,3-b]pyridin-3-yl]-acetic acid methyl ester (89 mg, 0.23 mmol) in 1:1 THF/MeOH (4 ml). After 1 hour the reaction is evaporated and the resulting oil is dissolved in water (8 ml) and acidified to pH 3. The resulting precipitate is collected by filtration and dried in vacuo to afford [1-(4-ethanesulfonyl-benzyl)-2-methyl-1H-pyrrolo[2,3-b]pyridin-3-yl]-acetic acid (MH+ 373) Starting materials: C(C1=CC=CC=C1)[C@@H]([C@H](C[C@@H](C)C(NCCC(C)(C)C)=O)O)NC(C1=CC(=C(C=C1)F)Br)=O (N-[(1S,2S,4R)-1-Benzyl-4-(3,3-dimethylbutylcarbamoyl)-2-hydroxypentyl]-3-bromo-4-fluorobenzamide), FC1=C(C(=O)O)C=C(C=C1N1C(CCC1)=O)N1C(CCC1)=O (2-fluoro-3,5-bis-(2-oxopyrrolidin-1-yl)benzoic acid), N[C@@H](CC1=CC=CC=C1)[C@@H]1C[C@H](C(O1)=O)C ((3R,5S)-5-((S)-1-Amino-2-phenylethyl)-3-methyldihydrofuran-2-one). Yields the product FC1=C(C(=O)N[C@@H](CC2=CC=CC=C2)[C@H]2OC([C@@H](C2)C)=O)C=C(C=C1N1C(CCC1)=O)N1C(CCC1)=O (2-Fluoro-N-[(S)-1-((2S,4R)-4-methyl-5-oxotetrahydrofuran-2-yl)-2-phenylethyl]-3,5-bis-(2-oxopyrrolidin-1-yl)benzamide). As a reaction SMILES: [CH2:1]([C@H:8]([NH:23]C(=O)C1C=CC(F)=C(Br)C=1)[C@@H:9]([OH:22])[CH2:10][C@H:11]([C:13](=[O:21])NCCC(C)(C)C)[CH3:12])[C:2]1[CH:7]=[CH:6][CH:5]=[CH:4][CH:3]=1.[F:34][C:35]1[C:43]([N:44]2[CH2:48][CH2:47][CH2:46][C:45]2=[O:49])=[CH:42][C:41]([N:50]2[CH2:54][CH2:53][CH2:52][C:51]2=[O:55])=[CH:40][C:36]=1[C:37](O)=[O:38].N[C@H]([C@H]1OC(=O)[C@H](C)C1)CC1C=CC=CC=1>>[F:34][C:35]1[C:43]([N:44]2[CH2:48][CH2:47][CH2:46][C:45]2=[O:49])=[CH:42][C:41]([N:50]2[CH2:54][CH2:53][CH2:52][C:51]2=[O:55])=[CH:40][C:36]=1[C:37]([NH:23][C@H:8]([C@@H:9]1[CH2:10][C@@H:11]([CH3:12])[C:13](=[O:21])[O:22]1)[CH2:1][C:2]1[CH:7]=[CH:6][CH:5]=[CH:4][CH:3]=1)=[O:38]. Procedure details: Prepared in an analogous manner to D3 from 2-fluoro-3,5-bis-(2-oxopyrrolidin-1-yl)benzoic acid (D40) and (3R,5S)-5-((S)-1-amino-2-phenylethyl)-3-methyldihydrofuran-2-one (D48).